This data is from the Open Reaction Database (ORD), a public repository of structured organic reaction records. The task is: describe an organic reaction: reactants, conditions, products, and yield Reactants: COCCOC, CCO, CC(C)(O)c1cnc(Cl)nc1, [Na+], O=C([O-])O, CC(c1ccc(B2OC(C)(C)C(C)(C)O2)cc1)N1CCC(CC(C)(C)O)(c2ccccc2)OC1=O, c1ccc(P(c2ccccc2)(c2ccccc2)[Pd](P(c2ccccc2)(c2ccccc2)c2ccccc2)(P(c2ccccc2)(c2ccccc2)c2ccccc2)P(c2ccccc2)(c2ccccc2)c2ccccc2)cc1. Yields the product CC(c1ccc(-c2ncc(C(C)(C)O)cn2)cc1)N1CCC(CC(C)(C)O)(c2ccccc2)OC1=O. As a reaction SMILES: [CH3:52][O:53][CH2:54][CH2:55][O:56][CH3:57].[CH3:58][CH2:59][OH:60].[Cl:1][c:2]1[n:3][cH:4][c:5]([C:8]([CH3:9])([CH3:10])[OH:11])[cH:6][n:7]1.[Na+:51].[O-:47][C:48]([OH:49])=[O:50].[OH:12][C:13]([CH2:14][C:15]1([c:39]2[cH:40][cH:41][cH:42][cH:43][cH:44]2)[CH2:16][CH2:17][N:18]([CH:22]([CH3:23])[c:24]2[cH:25][cH:26][c:27]([B:30]3[O:31][C:32]([CH3:33])([CH3:34])[C:35]([CH3:36])([CH3:37])[O:38]3)[cH:28][cH:29]2)[C:19](=[O:21])[O:20]1)([CH3:45])[CH3:46].[cH:61]1[cH:62][cH:63][c:64]([P:65]([Pd:66]([P:67]([c:68]2[cH:69][cH:70][cH:71][cH:72][cH:73]2)([c:74]2[cH:75][cH:76][cH:77][cH:78][cH:79]2)[c:80]2[cH:81][cH:82][cH:83][cH:84][cH:85]2)([P:86]([c:87]2[cH:88][cH:89][cH:90][cH:91][cH:92]2)([c:93]2[cH:94][cH:95][cH:96][cH:97][cH:98]2)[c:99]2[cH:100][cH:101][cH:102][cH:103][cH:104]2)[P:105]([c:106]2[cH:107][cH:108][cH:109][cH:110][cH:111]2)([c:112]2[cH:113][cH:114][cH:115][cH:116][cH:117]2)[c:118]2[cH:119][cH:120][cH:121][cH:122][cH:123]2)([c:124]2[cH:125][cH:126][cH:127][cH:128][cH:129]2)[c:130]2[cH:131][cH:132][cH:133][cH:134][cH:135]2)[cH:136][cH:137]1>>[c:2]1(-[c:27]2[cH:26][cH:25][c:24]([CH:22]([N:18]3[CH2:17][CH2:16][C:15]([CH2:14][C:13]([OH:12])([CH3:45])[CH3:46])([c:39]4[cH:40][cH:41][cH:42][cH:43][cH:44]4)[O:20][C:19]3=[O:21])[CH3:23])[cH:29][cH:28]2)[n:3][cH:4][c:5]([C:8]([CH3:9])([CH3:10])[OH:11])[cH:6][n:7]1. Procedure details: 1.5 g (6.5 millimoles) of 2-(m-nitrophenyl)-3,4-diaza-bicyclo[4.1.0]hept-2-en-5-one (see Example 32b), dissolved in 80 ml of tetrahydrofuran, are hydrogenated with 0.5 g of 10% strength palladium on charcoal at room temperature. When the hydrogen absorption has ceased, the catalyst is filtered off and the filtrate is concentrated. The residue is recrystallized from an ethyl acetate/methanol mixture. 0.9 g (69% of theory) of 2-(m-aminophenyl)-3,4-diaza-bicyclo[4.1.0]hept-2-en-5-one is obtained as... The yield is 68.8%. The solvent is O1CCCC1 (tetrahydrofuran). Product: NC=1C=C(C=CC1)C=1C2CC2C(NN1)=O (2-(m-aminophenyl)-3,4-diaza-bicyclo[4.1.0]hept-2-en-5-one). The reactants are [N+](=O)([O-])C=1C=C(C=CC1)C=1C2CC2C(NN1)=O (2-(m-nitrophenyl)-3,4-diaza-bicyclo[4.1.0]hept-2-en-5-one). Reaction SMILES: [N+:1]([C:4]1[CH:5]=[C:6]([C:10]2[CH:11]3[CH:13]([C:14](=[O:17])[NH:15][N:16]=2)[CH2:12]3)[CH:7]=[CH:8][CH:9]=1)([O-])=O>O1CCCC1.[Pd]>[NH2:1][C:4]1[CH:5]=[C:6]([C:10]2[CH:11]3[CH:13]([C:14](=[O:17])[NH:15][N:16]=2)[CH2:12]3)[CH:7]=[CH:8][CH:9]=1. Reagents/catalysts: [Pd] (palladium on charcoal). Starting materials: NC(=O)NC1=C(SC(=C1)Br)C(=O)N ((aminocarbonyl)amino-5-bromothiophene-2-carboxamide), S1C(=CC2=C1C=CC=C2)B(O)O (1-benzothien-2-ylboronic acid), Example 11 ( g ). The product is NC(=O)NC1=C(SC(=C1)C=1SC2=C(C1)C=CC=C2)C(=O)N (3-[(Aminocarbonyl)amino]-5-(1-benzothien-2-yl)thiophene-2-carboxamide). RXN SMILES: [NH2:1][C:2]([NH:4][C:5]1[CH:9]=[C:8](Br)[S:7][C:6]=1[C:11]([NH2:13])=[O:12])=[O:3].[S:14]1[C:18]2[CH:19]=[CH:20][CH:21]=[CH:22][C:17]=2[CH:16]=[C:15]1B(O)O>>[NH2:1][C:2]([NH:4][C:5]1[CH:9]=[C:8]([C:15]2[S:14][C:18]3[CH:19]=[CH:20][CH:21]=[CH:22][C:17]=3[CH:16]=2)[S:7][C:6]=1[C:11]([NH2:13])=[O:12])=[O:3]. Procedure details: The title compound was prepared from 3-[(aminocarbonyl)amino-5-bromothiophene-2-carboxamide and 1-benzothien-2-ylboronic acid in a similar manner to Example 11 (g). The reactants are CC1=CC=C(C(CBr)=O)C=C1 (4-Methylphenacyl bromide), O.O.[N+](=O)([O-])C1=CC=C(C=C1)[O-].[Na+] (sodium 4-nitrophenolate dihydrate), [OH-].[K+] (potassium hydroxide), CO (methanol). Yields the product CC1(CC=C(OCC(=O)C2=CC=CC=C2)C=C1)[N+](=O)[O-] (4-methyl-α-(4-nitrophenoxy)acetophenone). Yield: 62.3%. As a reaction SMILES: C[C:2]1[CH:11]=[CH:10][C:5]([C:6](=[O:9])[CH2:7]Br)=[CH:4][CH:3]=1.O.O.[N+:14]([C:17]1[CH:22]=[CH:21][C:20]([O-:23])=[CH:19][CH:18]=1)([O-:16])=[O:15].[Na+].[OH-].[K+].[CH3:27]O>>[CH3:27][C:17]1([N+:14]([O-:16])=[O:15])[CH:22]=[CH:21][C:20]([O:23][CH2:7][C:6]([C:5]2[CH:4]=[CH:3][CH:2]=[CH:11][CH:10]=2)=[O:9])=[CH:19][CH2:18]1 |f:1.2.3.4,5.6|. Reported procedure: 4-Methylphenacyl bromide (XVI: X=Br) (63 g, 0.296 mole), 4-nitrophenol (XI) (42.4 g, 0.305 mole) and potassium hydroxide (22.5 g, 0.4 mole) were added to methanol (300 ml), and the mixture was heated under reflux for 4 hours. Thereafter, the reaction mixture was treated in the same manner as in Example 29 to obtain 50.0 g of 4-methyl-α-(4-nitrophenoxy)acetophenone (XII) (yield, 62.3%). RXN SMILES: [CH2:1]([CH:3]1[O:5][CH2:4]1)[Cl:2].B(F)(F)F.O>B(F)(F)F.C(O)CO>[CH2:1]([CH:3]1[O:5][CH2:4]1)[Cl:2].[CH2:1]([Cl:2])/[CH:3]=[CH:4]\[OH:5]. Reagents/catalysts: B(F)(F)F (BF3). Solvent: C(CO)O (ethylene glycol), C(CO)O (ethylene glycol). Starting materials: C(Cl)C1CO1 (epichlorohydrin), C(Cl)C1CO1 (epichlorohydrin), B(F)(F)F (BF3), O (water), O (water). Procedure: Epichlorohydrin (ECH) was polymerized in bulk in the presence of ethylene glycol as an initiator and BF3 catalyst. The reaction was conducted in a 2-liter, three-necked flask fitted with a mechanical stirrer, finnel, condenser and thermometer. The reaction was conducted while maintaining the flask in a water bath at 20° C. A total of 400 grams of epichlorohydrin was slowly added to a solution of 0.25 grams of BF3 in 25 grams of ethylene glycol at rate of about 20 grams per hour. Following the 20... The product is C(Cl)C1CO1 (Epichlorohydrin), C(/C=C\O)Cl (polyepichlorohydrin). Reaction conditions: temperature 20 celsius. Starting materials: CCOC(C)=O, O=[N+]([O-])c1cccc(-c2nc(-c3c(Cl)cccc3Cl)no2)c1, O, O, Cl[Sn]Cl, Cl[Sn]Cl. Yields the product Nc1cccc(-c2nc(-c3c(Cl)cccc3Cl)no2)c1. Reaction SMILES: [CH3:31][CH2:32][O:33][C:34](=[O:35])[CH3:36].[Cl:1][c:2]1[c:3](-[c:9]2[n:10][o:11][c:12](-[c:14]3[cH:15][c:16]([N+:20]([O-:21])=[O:22])[cH:17][cH:18][cH:19]3)[n:13]2)[c:4]([Cl:8])[cH:5][cH:6][cH:7]1.[OH2:23].[OH2:24].[Sn:25]([Cl:26])[Cl:27].[Sn:28]([Cl:29])[Cl:30]>>[Cl:1][c:2]1[c:3](-[c:9]2[n:10][o:11][c:12](-[c:14]3[cH:15][c:16]([NH2:20])[cH:17][cH:18][cH:19]3)[n:13]2)[c:4]([Cl:8])[cH:5][cH:6][cH:7]1. Reactants: COC=1C=C(C=C(C1)OC)C#CC1=CN(C=2N=CN=C(C21)N)COCC[Si](C)(C)C (5-((3,5-dimethoxyphenyl)ethynyl)-7-((2-(trimethylsilyl)ethoxy)methyl)-7H-pyrrolo[2,3-d]pyrimidin-4-amine), C(=O)(C(F)(F)F)O (TFA). Run in C(Cl)Cl (methylene chloride). Reaction conditions: time 5 hour. Product: COC=1C=C(C=C(C1)OC)C#CC1=CNC=2N=CN=C(C21)N (5-((3,5-dimethoxyphenyl)ethynyl)-7H-pyrrolo[2,3-d]pyrimidin-4-amine). Isolated yield 87.8%. RXN SMILES: [CH3:1][O:2][C:3]1[CH:4]=[C:5]([C:11]#[C:12][C:13]2[C:21]3[C:20]([NH2:22])=[N:19][CH:18]=[N:17][C:16]=3[N:15](COCC[Si](C)(C)C)[CH:14]=2)[CH:6]=[C:7]([O:9][CH3:10])[CH:8]=1.C(O)(C(F)(F)F)=O>C(Cl)Cl>[CH3:1][O:2][C:3]1[CH:4]=[C:5]([C:11]#[C:12][C:13]2[C:21]3[C:20]([NH2:22])=[N:19][CH:18]=[N:17][C:16]=3[NH:15][CH:14]=2)[CH:6]=[C:7]([O:9][CH3:10])[CH:8]=1. Procedure: A solution of 5-((3,5-dimethoxyphenyl)ethynyl)-7-((2-(trimethylsilyl)ethoxy)methyl)-7H-pyrrolo[2,3-d]pyrimidin-4-amine (4.27 g) obtained in Step 3 in methylene chloride (20 ml) was cooled to 0° C., and TFA 10 ml was added thereto. The reaction mixture was stirred at room temperature for 5 hours, and the solvent was distilled off under reduced pressure. THF (50 ml) was added to the residue, and the mixture was cooled to 0° C. 4N aqueous sodium hydroxide (12.5 ml) was added thereto, and the mixtur... Reactants: CCCC[N+](CCCC)(CCCC)CCCC, COCC(C)=Nc1c(C)cccc1C, ClCCl, [H][H], [I-], C1CCOC1, C1CCOC1. Product: COCC(C)Nc1c(C)cccc1C. As a reaction SMILES: [CH2:18]([N+:19]([CH2:20][CH2:21][CH2:22][CH3:23])([CH2:24][CH2:25][CH2:26][CH3:27])[CH2:28][CH2:29][CH2:30][CH3:31])[CH2:32][CH2:33][CH3:34].[CH3:1][c:2]1[c:3]([N:9]=[C:10]([CH3:11])[CH2:12][O:13][CH3:14])[c:4]([CH3:8])[cH:5][cH:6][cH:7]1.[Cl:35][CH2:36][Cl:37].[H:15][H:16].[I-:17].[O:38]1[CH2:39][CH2:40][CH2:41][CH2:42]1.[O:43]1[CH2:44][CH2:45][CH2:46][CH2:47]1>>[CH3:1][c:2]1[c:3]([NH:9][CH:10]([CH3:11])[CH2:12][O:13][CH3:14])[c:4]([CH3:8])[cH:5][cH:6][cH:7]1. Starting materials: C([O-])([O-])=O.[K+].[K+] (potassium carbonate), ClC1=NOC(C1)(C)C (3-chloro-5,5-dimethyl-2-isoxazoline), C(C1=CC=CC=C1)S (benzylmercaptan), O (water). Run in CN(C=O)C (N,N-dimethylformamide). Reaction conditions: temperature 100 celsius, time 2 hour. Yields the product C(C1=CC=CC=C1)SC1=NOC(C1)(C)C (3-benzylthio-5,5-dimethyl-2-isoxazoline). Isolated yield 62.3%. RXN SMILES: C(=O)([O-])[O-].[K+].[K+].Cl[C:8]1[CH2:12][C:11]([CH3:14])([CH3:13])[O:10][N:9]=1.[CH2:15]([SH:22])[C:16]1[CH:21]=[CH:20][CH:19]=[CH:18][CH:17]=1.O>CN(C)C=O>[CH2:15]([S:22][C:8]1[CH2:12][C:11]([CH3:14])([CH3:13])[O:10][N:9]=1)[C:16]1[CH:21]=[CH:20][CH:19]=[CH:18][CH:17]=1 |f:0.1.2|. Procedure: 3.2 g (23.2 mmoles) of anhydrous potassium carbonate and 3.0 g (22.5 mmoles) of 3-chloro-5,5-dimethyl-2-isoxazoline were added, in a nitrogen atmosphere, to a solution of 2.8 g (22.5 mmoles) of benzylmercaptan dissolved in 50 ml of N,N-dimethylformamide. The mixture was stirred at 100° C. for 2 hours to give rise to a reaction. After the completion of the reaction, the reaction mixture was poured into water, followed by extraction with ethyl acetate. The resulting organic layer was washed with w...